From a dataset of the Open Reaction Database (ORD), a public repository of structured organic reaction records. describe an organic reaction: reactants, conditions, products, and yield The reactants are OCCCCCCC(F)(F)C(F)(F)C(F)(F)C(F)(F)C(F)(F)C(F)(F)F, O, Cc1ccc(S(=O)(=O)Cl)cc1, c1ccncc1. Product: Cc1ccc(S(=O)(=O)OCCCCCCC(F)(F)C(F)(F)C(F)(F)C(F)(F)C(F)(F)C(F)(F)F)cc1. As a reaction SMILES: [F:1][C:2]([CH2:3][CH2:4][CH2:5][CH2:6][CH2:7][CH2:8][OH:9])([C:10]([C:11]([C:12]([C:13]([C:14]([F:15])([F:16])[F:17])([F:18])[F:19])([F:20])[F:21])([F:22])[F:23])([F:24])[F:25])[F:26].[OH2:38].[c:27]1([CH3:37])[cH:28][cH:29][c:30]([S:33](=[O:34])(=[O:35])[Cl:36])[cH:31][cH:32]1.[cH:39]1[cH:40][cH:41][n:42][cH:43][cH:44]1>>[F:1][C:2]([CH2:3][CH2:4][CH2:5][CH2:6][CH2:7][CH2:8][O:9][S:33]([c:30]1[cH:29][cH:28][c:27]([CH3:37])[cH:32][cH:31]1)(=[O:34])=[O:35])([C:10]([C:11]([C:12]([C:13]([C:14]([F:15])([F:16])[F:17])([F:18])[F:19])([F:20])[F:21])([F:22])[F:23])([F:24])[F:25])[F:26]. The reactants are COC(C(CC=1C(=NC(=NC1)NC1=CC=CC=C1)Cl)C1=CC=C(C=C1)OC)=O (3-(4-chloro-2-phenylamino-pyrimidin-5-yl)-2-(4-methoxy-phenyl)-propionic acid methyl ester), C(C(C)C)N (isobutylamine). Product: C(C(C)C)N1C(C(CC2=C1N=C(N=C2)NC2=CC=CC=C2)C2=CC=C(C=C2)OC)=O (8-isobutyl-6-(4-methoxy-phenyl)-2-phenylamino-5,8-dihydro-6H-pyrido[2,3-d]pyrimidine-7-one). As a reaction SMILES: C[O:2][C:3](=O)[CH:4]([C:20]1[CH:25]=[CH:24][C:23]([O:26][CH3:27])=[CH:22][CH:21]=1)[CH2:5][C:6]1[C:7](Cl)=[N:8][C:9]([NH:12][C:13]2[CH:18]=[CH:17][CH:16]=[CH:15][CH:14]=2)=[N:10][CH:11]=1.[CH2:29]([NH2:33])[CH:30]([CH3:32])[CH3:31]>>[CH2:29]([N:33]1[C:7]2[N:8]=[C:9]([NH:12][C:13]3[CH:18]=[CH:17][CH:16]=[CH:15][CH:14]=3)[N:10]=[CH:11][C:6]=2[CH2:5][CH:4]([C:20]2[CH:21]=[CH:22][C:23]([O:26][CH3:27])=[CH:24][CH:25]=2)[C:3]1=[O:2])[CH:30]([CH3:32])[CH3:31]. Procedure: A mixture of 3-(4-chloro-2-phenylamino-pyrimidin-5-yl)-2-(4-methoxy-phenyl)-propionic acid methyl ester (40 mg, 0.1 mmol) (from Example 12a supra) and isobutylamine (2.0 mL) (Aldrich) was heated at reflux for 3 hours. The reaction mixture was concentrated in vacuo and purified by preparative thin layer chromatography to give 8-isobutyl-6-(4-methoxy-phenyl)-2-phenylamino-5,8-dihydro-6H-pyrido[2,3-d]pyrimidine-7-one; (Yield 4.6 mg, 11.4%); and 3-(2-phenylamino-4-isobutylamino-pyrimidin-5-yl)-2-(4-...